describe an organic reaction: reactants, conditions, products, and yield From a dataset of the Open Reaction Database (ORD), a public repository of structured organic reaction records. Starting materials: COc1cccc(OC(F)(F)F)c1, COc1ccc(C)cc1C1(N2CC(OCCCO)CC2C(=O)N(C)C)C(=O)Nc2ccc(Cl)cc21, O=S(=O)(Cl)Cl. Yields the product COc1ccc(S(=O)(=O)N2C(=O)C(c3cc(C)ccc3OC)(N3CC(OCCCO)CC3C(=O)N(C)C)c3cc(Cl)ccc32)c(OC(F)(F)F)c1. RXN SMILES: [CH3:41][O:42][c:43]1[cH:44][c:45]([O:49][C:50]([F:51])([F:52])[F:53])[cH:46][cH:47][cH:48]1.[Cl:1][c:2]1[cH:3][c:4]2[c:8]([cH:9][cH:10]1)[NH:7][C:6](=[O:11])[C:5]2([c:12]1[c:13]([O:19][CH3:20])[cH:14][cH:15][c:16]([CH3:18])[cH:17]1)[N:21]1[CH:22]([C:23](=[O:24])[N:25]([CH3:26])[CH3:27])[CH2:28][CH:29]([O:31][CH2:32][CH2:33][CH2:34][OH:35])[CH2:30]1.[S:36](=[O:37])(=[O:38])([Cl:39])[Cl:40]>>[Cl:1][c:2]1[cH:3][c:4]2[c:8]([cH:9][cH:10]1)[N:7]([S:36](=[O:37])(=[O:38])[c:46]1[c:45]([O:49][C:50]([F:51])([F:52])[F:53])[cH:44][c:43]([O:42][CH3:41])[cH:48][cH:47]1)[C:6](=[O:11])[C:5]2([c:12]1[c:13]([O:19][CH3:20])[cH:14][cH:15][c:16]([CH3:18])[cH:17]1)[N:21]1[CH:22]([C:23](=[O:24])[N:25]([CH3:26])[CH3:27])[CH2:28][CH:29]([O:31][CH2:32][CH2:33][CH2:34][OH:35])[CH2:30]1.